The task is: describe an organic reaction: reactants, conditions, products, and yield. This data is from the Open Reaction Database (ORD), a public repository of structured organic reaction records. Reactants: BrBr, CC#N, ClC(Cl)Cl, Fc1ccc(-c2nc3[nH]ncc3c(-c3ccc(F)cc3)c2-c2ccncc2)cc1. The product is Fc1ccc(-c2nc3[nH]nc(Br)c3c(-c3ccc(F)cc3)c2-c2ccncc2)cc1. As a reaction SMILES: [Br:30][Br:31].[CH3:32][C:33]#[N:34].[Cl:35][CH:36]([Cl:37])[Cl:38].[F:1][c:2]1[cH:3][cH:4][c:5](-[c:8]2[c:9]3[c:10]([n:11][c:12](-[c:20]4[cH:21][cH:22][c:23]([F:26])[cH:24][cH:25]4)[c:13]2-[c:14]2[cH:15][cH:16][n:17][cH:18][cH:19]2)[nH:27][n:28][cH:29]3)[cH:6][cH:7]1>>[F:1][c:2]1[cH:3][cH:4][c:5](-[c:8]2[c:9]3[c:10]([n:11][c:12](-[c:20]4[cH:21][cH:22][c:23]([F:26])[cH:24][cH:25]4)[c:13]2-[c:14]2[cH:15][cH:16][n:17][cH:18][cH:19]2)[nH:27][n:28][c:29]3[Br:30])[cH:6][cH:7]1. The reactants are ClC=1C=C(C=C2C=CNC12)[N+](=O)[O-] (7-chloro-5-nitro-1H-indole). Reagents/catalysts: [Pd] (Pd/C). The solvent is CCO (EtOH). Conditions: time 3 hour. Yields the product ClC=1C=C(C=C2C=CNC12)N (7-chloro-1H-indol-5-ylamine). Yield: 99.7%. Reaction SMILES: [Cl:1][C:2]1[CH:3]=[C:4]([N+:11]([O-])=O)[CH:5]=[C:6]2[C:10]=1[NH:9][CH:8]=[CH:7]2>CCO.[Pd]>[Cl:1][C:2]1[CH:3]=[C:4]([NH2:11])[CH:5]=[C:6]2[C:10]=1[NH:9][CH:8]=[CH:7]2. Procedure details: Pd/C (DeGussa catalyst) (192 mg) was added to a solution of 7-chloro-5-nitro-1H-indole (Synthesis 2004, 4, 610-618) (765 mg, 3.9 mmol) in EtOH (15 mL) at room temperature and the reaction mixture was stirred under hydrogen atmosphere (1 atm.) for 3 hours. The catalyst was then filtered off on a celite pad and the filtrate was evaporated under reduced pressure to give a dark oil. This crude material was purified by flash chromatography (0% to 20% of MeOH in DCM) to give 648 mg (60% yield) of 7-ch... The reactants are C1(=CC=CC=C1)C=1C=CC=C2C=C(NC12)B1OC(C(O1)(C)C)(C)C (7-phenyl-2-(4,4,5,5-tetramethyl-[1,3,2]dioxaborolan-2-yl)-1H-indole), C1(CC1)B(O)O (cyclopropylboronic acid). Product: C1(CC1)C=1C=CC=C2C=C(NC12)B1OC(C(O1)(C)C)(C)C (7-Cyclopropyl-2-(4,4,5,5-tetramethyl-[1,3,2]dioxaborolan-2-yl)-1H-indole). As a reaction SMILES: [C:1]1([C:7]2[CH:8]=[CH:9][CH:10]=[C:11]3[C:15]=2[NH:14][C:13]([B:16]2[O:20][C:19]([CH3:22])([CH3:21])[C:18]([CH3:24])([CH3:23])[O:17]2)=[CH:12]3)C=CC=[CH:3][CH:2]=1.C1(B(O)O)CC1>>[CH:1]1([C:7]2[CH:8]=[CH:9][CH:10]=[C:11]3[C:15]=2[NH:14][C:13]([B:16]2[O:20][C:19]([CH3:21])([CH3:22])[C:18]([CH3:23])([CH3:24])[O:17]2)=[CH:12]3)[CH2:2][CH2:3]1. Reported procedure: Prepared according to the procedures described above for 7-phenyl-2-(4,4,5,5-tetramethyl-[1,3,2]dioxaborolan-2-yl)-1H-indole using cyclopropylboronic acid in place of phenylboronic acid. 1H NMR (CDCl3, 400 MHz): δ 0.75-0.82 (m, 2H), 0.95-1.04 (m, 2H), 2.08 (m, 1H), 6.59 (dd, J=3.0, 2.0 Hz, 1H), 6.96 (d, J=7.1 Hz, 1H), 7.06 (t, J=7.6 Hz, 1H), 7.25 (m, 1H), 7.52 (d, J=7.8 Hz, 1H) and 8.39 (br s, 1H) ppm. LC-MS (ES, Pos.): 158 [MH+]. Reactants: CN(C(=C[N+](=O)[O-])SC)C (1-dimethylamino-1-methylthio-2-nitroethylene), NC=1C=CC(=NC1)Cl (5-amino-2-chloropyridine). Solvent: CCO.C(Cl)(Cl)Cl (EtOH CHCl3). Run at time 1 hour. Product: ClC1=CC=C(C=N1)NC(=C[N+](=O)[O-])N(C)C (1-(6-Chloro-3-pyridyl)amino-1-dimethylamino-2-nitroethylene). RXN SMILES: [CH3:1][N:2]([CH3:10])[C:3](SC)=[CH:4][N+:5]([O-:7])=[O:6].[NH2:11][C:12]1[CH:13]=[CH:14][C:15]([Cl:18])=[N:16][CH:17]=1>CCO.C(Cl)(Cl)Cl>[Cl:18][C:15]1[N:16]=[CH:17][C:12]([NH:11][C:3]([N:2]([CH3:10])[CH3:1])=[CH:4][N+:5]([O-:7])=[O:6])=[CH:13][CH:14]=1 |f:2.3|. Reported procedure: A mixture of 1.5 g (0.0093 mole) of 1-dimethylamino-1-methylthio-2-nitroethylene and 1.1 g of 5-amino-2-chloropyridine was heated at 110°-120° C. with stirring for 1 hour. After cooling, the reaction mixture was subjected to silica gel column chromatography using EtOH-CHCl3 (1:40) as the eluent to recover 0.38 g of the title compound as pale brown crystals. The NMR spectrum of this product showed that it was a 1:1 mixture of the title compound and N2 -(6-chloro-3-pyridyl)-N'-dimethyl-2-nitroacet... Reactants: O=S1(N=C2N(C3=C1C=C(C=C3)OC=3C=C(C(=O)OC)C=CC3)CCC2)=O (Methyl 3-[(5,5-Dioxido-2,3-dihydro-1H-pyrrolo[2,1-c][1,2,4]benzothiadiazin-7-yl)oxy]benzoate), [OH-].[Na+] (NaOH), Cl (HCl). Run at temperature 95 celsius. The product is NS(=O)(=O)C=1C=C(OC=2C=C(C(=O)O)C=CC2)C=CC1N1C(CCC1)=O (3-[3-(Aminosulphonyl)-4-(2-oxopyrrolidin-1-yl)phenoxy]benzoic acid). RXN SMILES: [O:1]=[S:2]1(=[O:26])[C:7]2[CH:8]=[C:9]([O:12][C:13]3[CH:14]=[C:15]([CH:20]=[CH:21][CH:22]=3)[C:16]([O:18]C)=[O:17])[CH:10]=[CH:11][C:6]=2[N:5]2[CH2:23][CH2:24][CH2:25][C:4]2=[N:3]1.Cl.[OH-:28].[Na+]>>[NH2:3][S:2]([C:7]1[CH:8]=[C:9]([CH:10]=[CH:11][C:6]=1[N:5]1[CH2:23][CH2:24][CH2:25][C:4]1=[O:28])[O:12][C:13]1[CH:14]=[C:15]([CH:20]=[CH:21][CH:22]=1)[C:16]([OH:18])=[O:17])(=[O:26])=[O:1] |f:2.3|. Procedure: A suspension of the product obtained in Step A (1.1 g, 2.55 mmol) in 18 ml of 1N NaOH is heated at 95° C. until a solution is obtained. The solution is allowed to return to ambient temperature, is acidified with 1N HCl and extracted (CH2Cl2). The organic phases are combined, washed (saturated NaCl), dried (MgSO4) and evaporated. The residue is triturated in Et2O; the title product precipitates out and is recovered by filtration. Starting materials: CCC(C)(O)CC, ClCCl, Cl, CCOC(=O)CN=C=O, C1COCCO1. Yields the product CCOC(=O)CNC(=O)OC(C)(CC)CC. Reaction SMILES: [CH3:17][C:18]([CH2:19][CH3:20])([CH2:21][CH3:22])[OH:23].[Cl:24][CH2:25][Cl:26].[ClH:16].[N:1](=[C:2]=[O:3])[CH2:4][C:5](=[O:6])[O:7][CH2:8][CH3:9].[O:10]1[CH2:11][CH2:12][O:13][CH2:14][CH2:15]1>>[NH:1]([C:2](=[O:3])[O:23][C:18]([CH3:17])([CH2:19][CH3:20])[CH2:21][CH3:22])[CH2:4][C:5](=[O:6])[O:7][CH2:8][CH3:9]. Reactants: ClN1C(CCC1=O)=O (N-chlorosuccinimide), C(N)(=O)C=1C=CN2C1CN(CC2)C(=O)OC(C)(C)C (tert-butyl 8-carbamoyl-3,4-dihydropyrrolo[1,2-a]pyrazine-2(1H)-carboxylate), O (water). Run in ClCCl (dichloromethane), ClCCl (dichloromethane). Product: C(N)(=O)C=1C=C(N2C1CN(CC2)C(=O)OC(C)(C)C)Cl (tert-butyl 8-carbamoyl-6-chloro-3,4-dihydropyrrolo[1,2-a]pyrazine-2(1H)-carboxylate). Yield: 73.3%. Reaction SMILES: [C:1]([C:4]1[CH:5]=[CH:6][N:7]2[CH2:12][CH2:11][N:10]([C:13]([O:15][C:16]([CH3:19])([CH3:18])[CH3:17])=[O:14])[CH2:9][C:8]=12)(=[O:3])[NH2:2].[Cl:20]N1C(=O)CCC1=O.O>ClCCl>[C:1]([C:4]1[CH:5]=[C:6]([Cl:20])[N:7]2[CH2:12][CH2:11][N:10]([C:13]([O:15][C:16]([CH3:19])([CH3:18])[CH3:17])=[O:14])[CH2:9][C:8]=12)(=[O:3])[NH2:2]. Reported procedure: To a solution under nitrogen of 21.1 g (79.6 mmol) of tert-butyl 8-carbamoyl-3,4-dihydropyrrolo[1,2-a]pyrazine-2(1H)-carboxylate in 600 ml of dichloromethane, cooled to −40° C., is added dropwise a solution of 10.6 g (79.6 mmol) of N-chlorosuccinimide in 200 ml of dichloromethane over about 40 minutes. Stirring is continued for 6 hours at a temperature of −40° C., 150 ml of water are then added and the reaction medium is allowed to warm to room temperature. The product is isolated by filtration ...